From a dataset of the Open Reaction Database (ORD), a public repository of structured organic reaction records. describe an organic reaction: reactants, conditions, products, and yield The reactants are O=C([O-])[O-], C=CCBr, CN(C)C=O, Fc1ccc(-n2c3c(c4cc(F)ccc42)CCNCC3)cc1, [K+], [K+]. The product is C=CCN1CCc2c(n(-c3ccc(F)cc3)c3ccc(F)cc23)CC1. Reaction SMILES: [C:27](=[O:28])([O-:29])[O-:30].[CH2:1]([CH:2]=[CH2:3])[Br:4].[CH3:33][N:34]([CH3:35])[CH:36]=[O:37].[F:5][c:6]1[cH:7][c:8]2[c:9]3[c:10]([n:11](-[c:15]4[cH:16][cH:17][c:18]([F:21])[cH:19][cH:20]4)[c:12]2[cH:13][cH:14]1)[CH2:22][CH2:23][NH:24][CH2:25][CH2:26]3.[K+:31].[K+:32]>>[CH2:1]([CH:2]=[CH2:3])[N:24]1[CH2:23][CH2:22][c:10]2[c:9]([c:8]3[cH:7][c:6]([F:5])[cH:14][cH:13][c:12]3[n:11]2-[c:15]2[cH:16][cH:17][c:18]([F:21])[cH:19][cH:20]2)[CH2:26][CH2:25]1. Reagents/catalysts: C1=CC=C(C=C1)P([C-]2C=CC=C2)C3=CC=CC=C3.C1=CC=C(C=C1)P([C-]2C=CC=C2)C3=CC=CC=C3.Cl[Pd]Cl.[Fe+2] ([1,1′-bis(diphenylphosphino)ferrocene]dichloropalladium(II)). As a reaction SMILES: Br[C:2]1[N:6]2[N:7]=[C:8]([N:11]([CH2:13][CH2:14][CH2:15][CH3:16])[CH3:12])[CH:9]=[CH:10][C:5]2=[N:4][CH:3]=1.Cl.[NH2:18][CH2:19][C:20]1[CH:25]=[CH:24][C:23](B(O)O)=[CH:22][CH:21]=1.O.[O-]P([O-])([O-])=O.[K+].[K+].[K+].ClCCl.N#N>COCCOC.C1C=CC(P(C2C=CC=CC=2)[C-]2C=CC=C2)=CC=1.C1C=CC(P(C2C=CC=CC=2)[C-]2C=CC=C2)=CC=1.Cl[Pd]Cl.[Fe+2].O>[NH2:18][CH2:19][C:20]1[CH:25]=[CH:24][C:23]([C:2]2[N:6]3[N:7]=[C:8]([N:11]([CH2:13][CH2:14][CH2:15][CH3:16])[CH3:12])[CH:9]=[CH:10][C:5]3=[N:4][CH:3]=2)=[CH:22][CH:21]=1 |f:1.2,3.4.5.6.7,11.12.13.14|. The solvent is COCCOC (1,2-dimethoxyethane), O (water). Reactants: BrC1=CN=C2N1N=C(C=C2)N(C)CCCC ((3-bromo-imidazo[1,2-b]pyridazin-6-yl)-butyl-methyl-amine), Cl.NCC1=CC=C(C=C1)B(O)O (4-aminomethylphenylboronic acid hydrochloride), O.[O-]P(=O)([O-])[O-].[K+].[K+].[K+] (potassium phosphate tribasic monohydrate), ClCCl (dichloromethane), N#N (N2), N#N (N2). Reported procedure: To a mixture of (3-bromo-imidazo[1,2-b]pyridazin-6-yl)-butyl-methyl-amine (377.7 mg, 1.3 mmol), 4-aminomethylphenylboronic acid hydrochloride [75705-21-4] (302.4 mg, 1.6 mmol), potassium phosphate tribasic monohydrate [27176-10-9] (612.7 mg, 2.7 mmol), and [1,1′-bis(diphenylphosphino)ferrocene]dichloropalladium(II), complex with dichloromethane [95464-05-4] (110.4 mg, 0.1 mmol) contained in a 25 mL round bottomed flask was added a solution of 30% (v/v) water in 1,2-dimethoxyethane (15 mL) and a ... The product is NCC1=CC=C(C=C1)C1=CN=C2N1N=C(C=C2)N(C)CCCC ([3-(4-aminomethyl-phenyl)-imidazo[1,2-b]pyridazin-6-yl]-butyl-methyl-amine), white solid. Run at temperature 85 celsius. Reactants: C=C[Sn](CCCC)(CCCC)CCCC, Cc1ccccc1, CC(C)(C)c1ccc(CNC(=O)NCc2cc(F)c(N)c(I)c2)cc1, c1ccc(P(c2ccccc2)(c2ccccc2)[Pd](P(c2ccccc2)(c2ccccc2)c2ccccc2)(P(c2ccccc2)(c2ccccc2)c2ccccc2)P(c2ccccc2)(c2ccccc2)c2ccccc2)cc1. Product: C=Cc1cc(CNC(=O)NCc2ccc(C(C)(C)C)cc2)cc(F)c1N. RXN SMILES: [CH2:26]([CH2:27][CH2:39][CH3:40])[Sn:28]([CH2:29][CH2:30][CH2:31][CH3:32])([CH2:33][CH2:34][CH2:35][CH3:36])[CH:37]=[CH2:38].[CH3:118][c:119]1[cH:120][cH:121][cH:122][cH:123][cH:124]1.[NH2:1][c:2]1[c:3]([F:25])[cH:4][c:5]([CH2:6][NH:7][C:8](=[O:9])[NH:10][CH2:11][c:12]2[cH:13][cH:14][c:15]([C:18]([CH3:19])([CH3:20])[CH3:21])[cH:16][cH:17]2)[cH:22][c:23]1[I:24].[cH:41]1[cH:42][cH:43][c:44]([P:45]([Pd:46]([P:47]([c:48]2[cH:49][cH:50][cH:51][cH:52][cH:53]2)([c:54]2[cH:55][cH:56][cH:57][cH:58][cH:59]2)[c:60]2[cH:61][cH:62][cH:63][cH:64][cH:65]2)([P:66]([c:67]2[cH:68][cH:69][cH:70][cH:71][cH:72]2)([c:73]2[cH:74][cH:75][cH:76][cH:77][cH:78]2)[c:79]2[cH:80][cH:81][cH:82][cH:83][cH:84]2)[P:85]([c:86]2[cH:87][cH:88][cH:89][cH:90][cH:91]2)([c:92]2[cH:93][cH:94][cH:95][cH:96][cH:97]2)[c:98]2[cH:99][cH:100][cH:101][cH:102][cH:103]2)([c:104]2[cH:105][cH:106][cH:107][cH:108][cH:109]2)[c:110]2[cH:111][cH:112][cH:113][cH:114][cH:115]2)[cH:116][cH:117]1>>[NH2:1][c:2]1[c:3]([F:25])[cH:4][c:5]([CH2:6][NH:7][C:8](=[O:9])[NH:10][CH2:11][c:12]2[cH:13][cH:14][c:15]([C:18]([CH3:19])([CH3:20])[CH3:21])[cH:16][cH:17]2)[cH:22][c:23]1[CH:26]=[CH2:27]. Reported procedure: 4-(3-Chloro-2-fluoroanilino)-7-methoxyquinazoline-6-carbaldehyde was coupled with 1-aminocyclopropanecarboxylic acid using an analogous method to that described for the equivalent step in Example 1 to give 1-[({4-[(3-chloro-2-fluorophenyl)amino]-7-methoxyquinazolin-6-yl}methyl)amino]cyclopropanecarboxylic acid; 1H NMR Spectrum: (DMSO d6) 0.90-1.00 (m, 2H); 1.10-1.20 (m, 2H); 3.93 (s, 2H); 3.96 (s, 3H); 7.14 (s, 1H); 7.28 (m, 1H); 7.40-7.55 (m, 2H); 8.29 (s, 1H); 8.40 (s, 1H); Mass Spectrum: (M+H... Reaction SMILES: [Cl:1][C:2]1[C:3]([F:23])=[C:4]([CH:20]=[CH:21][CH:22]=1)[NH:5][C:6]1[C:15]2[C:10](=[CH:11][C:12]([O:18][CH3:19])=[C:13]([CH:16]=O)[CH:14]=2)[N:9]=[CH:8][N:7]=1.[NH2:24][C:25]1([C:28]([OH:30])=[O:29])[CH2:27][CH2:26]1>>[Cl:1][C:2]1[C:3]([F:23])=[C:4]([NH:5][C:6]2[C:15]3[C:10](=[CH:11][C:12]([O:18][CH3:19])=[C:13]([CH2:16][NH:24][C:25]4([C:28]([OH:30])=[O:29])[CH2:27][CH2:26]4)[CH:14]=3)[N:9]=[CH:8][N:7]=2)[CH:20]=[CH:21][CH:22]=1. Product: ClC=1C(=C(C=CC1)NC1=NC=NC2=CC(=C(C=C12)CNC1(CC1)C(=O)O)OC)F (1-[({4-[(3-chloro-2-fluorophenyl)amino]-7-methoxyquinazolin-6-yl}methyl)amino]cyclopropanecarboxylic acid). Starting materials: ClC=1C(=C(NC2=NC=NC3=CC(=C(C=C23)C=O)OC)C=CC1)F (4-(3-Chloro-2-fluoroanilino)-7-methoxyquinazoline-6-carbaldehyde), NC1(CC1)C(=O)O (1-aminocyclopropanecarboxylic acid). The reactants are CO, CCCC(Nc1cnc(-n2cc(C(F)(F)F)cn2)nc1)c1ccc(C(=O)NCCC(=O)OC)cc1. Product: CCCC(Nc1cnc(-n2cc(C(F)(F)F)cn2)nc1)c1ccc(C(=O)NCCC(=O)O)cc1. RXN SMILES: [CH3:36][OH:37].[F:1][C:2]([c:3]1[cH:4][n:5][n:6](-[c:8]2[n:9][cH:10][c:11]([NH:14][CH:15]([CH2:16][CH2:17][CH3:18])[c:19]3[cH:20][cH:21][c:22]([C:23](=[O:24])[NH:25][CH2:26][CH2:27][C:28](=[O:29])[O:30][CH3:31])[cH:32][cH:33]3)[cH:12][n:13]2)[cH:7]1)([F:34])[F:35]>>[F:1][C:2]([c:3]1[cH:4][n:5][n:6](-[c:8]2[n:9][cH:10][c:11]([NH:14][CH:15]([CH2:16][CH2:17][CH3:18])[c:19]3[cH:20][cH:21][c:22]([C:23](=[O:24])[NH:25][CH2:26][CH2:27][C:28](=[O:29])[OH:30])[cH:32][cH:33]3)[cH:12][n:13]2)[cH:7]1)([F:34])[F:35]. Starting materials: ClC1=C(C(=CC=C1)Cl)C(C#N)CCN(C(C)C)C(C)C (α-(2,6-dichlorophenyl)-α-[2-(diisopropylamino)ethyl]acetonitrile), C(C)(C)N(CCC(C#N)C1=CC=CC=C1)C(C)C (α-[2-(diisopropylamino)ethyl]-α-phenylacetonitrile). Product: ClC1=C(C(=CC=C1)Cl)C(C#N)(CCN(C(C)C)C(C)C)CCN(C(C)C)C(C)C (α-(2,6-dichlorophenyl)-α,α-bis[2-(diisopropylamino)ethyl]acetonitrile). Reaction SMILES: [Cl:1][C:2]1[CH:7]=[CH:6][CH:5]=[C:4]([Cl:8])[C:3]=1[CH:9]([CH2:12][CH2:13][N:14]([CH:18]([CH3:20])[CH3:19])[CH:15]([CH3:17])[CH3:16])[C:10]#[N:11].[CH:21]([N:24]([CH:36]([CH3:38])[CH3:37])[CH2:25][CH2:26]C(C1C=CC=CC=1)C#N)([CH3:23])[CH3:22]>>[Cl:1][C:2]1[CH:7]=[CH:6][CH:5]=[C:4]([Cl:8])[C:3]=1[C:9]([CH2:26][CH2:25][N:24]([CH:36]([CH3:38])[CH3:37])[CH:21]([CH3:23])[CH3:22])([CH2:12][CH2:13][N:14]([CH:18]([CH3:20])[CH3:19])[CH:15]([CH3:16])[CH3:17])[C:10]#[N:11]. Procedure: Substitution of an equivalent quantity of the preceding acetonitrile for α-[2-(diisopropylamino)ethyl]-α-phenylacetonitrile called for in Example 2, Method B and substantial repetition of the procedure detailed in that example, affords α-(2,6-dichlorophenyl)-α,α-bis[2-(diisopropylamino)ethyl]acetonitrile, as an oil boiling at about 180°-185° C. at 0.3 mm. pressure. Reactants: ClCN1C(OC(=C1)C)C1=CC=CC=C1 (3-chloromethyl-5-methyl-2-phenyloxazole), OC1=CC=C(CN2N=C(C(=C2)CCC(=O)OC)C2=CC=CC=C2)C=C1 (methyl 3-[1-(4-hydroxybenzyl)-3-phenyl-1H-pyrazol-4-yl]propionate), C([O-])([O-])=O.[K+].[K+] (potassium carbonate), CN(C=O)C (N,N-dimethylformamide). The solvent is O (water). Run at time 18 hour. The product is CC1=C(N=C(O1)C1=CC=CC=C1)COC1=CC=C(CN2N=C(C(=C2)CCC(=O)OC)C2=CC=CC=C2)C=C1 (methyl 3-[1-[4-(5-methyl-2-phenyl-4-oxazolylmethoxy)benzyl]-3-phenyl-1H-pyrazol-4-yl]propionate). Isolated yield 87.1%. RXN SMILES: ClC[N:3]1[CH:7]=[C:6]([CH3:8])[O:5][CH:4]1[C:9]1[CH:14]=[CH:13][CH:12]=[CH:11][CH:10]=1.[OH:15][C:16]1[CH:39]=[CH:38][C:19]([CH2:20][N:21]2[CH:25]=[C:24]([CH2:26][CH2:27][C:28]([O:30][CH3:31])=[O:29])[C:23]([C:32]3[CH:37]=[CH:36][CH:35]=[CH:34][CH:33]=3)=[N:22]2)=[CH:18][CH:17]=1.[C:40](=O)([O-])[O-].[K+].[K+].CN(C)C=O>O>[CH3:8][C:6]1[O:5][C:4]([C:9]2[CH:10]=[CH:11][CH:12]=[CH:13][CH:14]=2)=[N:3][C:7]=1[CH2:40][O:15][C:16]1[CH:17]=[CH:18][C:19]([CH2:20][N:21]2[CH:25]=[C:24]([CH2:26][CH2:27][C:28]([O:30][CH3:31])=[O:29])[C:23]([C:32]3[CH:33]=[CH:34][CH:35]=[CH:36][CH:37]=3)=[N:22]2)=[CH:38][CH:39]=1 |f:2.3.4|. Procedure details: A mixture of 3-chloromethyl-5-methyl-2-phenyloxazole (324 mg), methyl 3-[1-(4-hydroxybenzyl)-3-phenyl-1H-pyrazol-4-yl]propionate (500 mg), potassium carbonate (397 mg) and N,N-dimethylformamide (7 ml) was stirred at room temperature for 18 hours. The reaction mixture was poured into water, which was extracted with ethyl acetate. The ethyl acetate layer was washed with saturated aqueous sodium chloride solution, dried (MgSO4), then concentrated. The residue was subjected to silica gel column chro...